From a dataset of the Open Reaction Database (ORD), a public repository of structured organic reaction records. describe an organic reaction: reactants, conditions, products, and yield Starting materials: [Br-], CCOC([PH2]=O)(c1ccc(Nc2nc(I)nc3c2ncn3C(C)C)cc1)P(=O)(OCC)OCC, [Zn+]C1CCCC1, CN(C)C=O, O. Product: CCOC([PH2]=O)(c1ccc(Nc2nc(C3CCCC3)nc3c2ncn3C(C)C)cc1)P(=O)(OCC)OCC. As a reaction SMILES: [Br-:35].[CH2:1]([CH3:2])[O:3][P:4]([O:5][CH2:6][CH3:7])(=[O:8])[C:9]([PH2:10]=[O:11])([c:12]1[cH:13][cH:14][c:15]([NH:18][c:19]2[c:20]3[n:21][cH:22][n:23]([CH:29]([CH3:30])[CH3:31])[c:24]3[n:25][c:26]([I:28])[n:27]2)[cH:16][cH:17]1)[O:32][CH2:33][CH3:34].[CH:36]1([Zn+:41])[CH2:37][CH2:38][CH2:39][CH2:40]1.[O:43]=[CH:44][N:45]([CH3:46])[CH3:47].[OH2:42]>>[CH2:1]([CH3:2])[O:3][P:4]([O:5][CH2:6][CH3:7])(=[O:8])[C:9]([PH2:10]=[O:11])([c:12]1[cH:13][cH:14][c:15]([NH:18][c:19]2[c:20]3[n:21][cH:22][n:23]([CH:29]([CH3:30])[CH3:31])[c:24]3[n:25][c:26]([CH:36]3[CH2:37][CH2:38][CH2:39][CH2:40]3)[n:27]2)[cH:16][cH:17]1)[O:32][CH2:33][CH3:34]. Reactants: OC1=CC=C(CC2=NC(=NN2C)C2=C(C=CC=C2F)Cl)C=C1 (5-(4-hydroxybenzyl)-3-(2-chloro-6-fluorophenyl)-1-methyl-1H-1,2,4-triazole), FC(S(=O)(=O)O)(F)F (trifluoromethanesulfonic acid), C=C(C)C (isobutene). The solvent is ClCCl (dichloromethane). Run at time 1 hour. Product: C(C)(C)(C)OC1=CC=C(CC2=NC(=NN2C)C2=C(C=CC=C2F)Cl)C=C1 (5-(4-t-butoxybenzyl)-3-(2-chloro-6-fluorophenyl)-1-methyl-1H-1,2,4-triazole). Yield: 77.9%. RXN SMILES: [OH:1][C:2]1[CH:22]=[CH:21][C:5]([CH2:6][C:7]2[N:11]([CH3:12])[N:10]=[C:9]([C:13]3[C:18]([F:19])=[CH:17][CH:16]=[CH:15][C:14]=3[Cl:20])[N:8]=2)=[CH:4][CH:3]=1.FC(F)(F)S(O)(=O)=O.[CH2:31]=[C:32]([CH3:34])[CH3:33]>ClCCl>[C:32]([O:1][C:2]1[CH:3]=[CH:4][C:5]([CH2:6][C:7]2[N:11]([CH3:12])[N:10]=[C:9]([C:13]3[C:18]([F:19])=[CH:17][CH:16]=[CH:15][C:14]=3[Cl:20])[N:8]=2)=[CH:21][CH:22]=1)([CH3:34])([CH3:33])[CH3:31]. Procedure details: To a solution of 0.6 g of 5-(4-hydroxybenzyl)-3-(2-chloro-6-fluorophenyl)-1-methyl-1H-1,2,4-triazole in 10 ml of dichloromethane at -70° C. was added 0.29 g of trifluoromethanesulfonic acid and 2.1 g of isobutene was bubbled in a few minutes. After 1 hour of stirring at the same temperature, triethyamine was added to the solution and then the reaction mixture was warmed gradually to room temperature. The reaction mixture was poured into iced water and the organic layer was washed with water, dri... The solvent is CO (methanol). As a reaction SMILES: [ClH:1].CO[C:4]1[CH2:10][CH2:9][CH2:8][CH2:7][CH2:6][N:5]=1.[NH2:11][NH:12][C:13]([NH:15][NH2:16])=[S:14]>CO>[ClH:1].[NH2:11][N:12]1[C:6]([CH2:7][CH2:8][CH2:9][CH2:10][CH2:4][NH2:5])=[N:16][N:15]=[C:13]1[SH:14] |f:4.5|. Reported procedure: To 200 ml of methanol is added 3.6 g (0.1 mole) of gaseous HCl followed by 12.7 g (0.1 mole) of O-methylcaprolactam and then 10.6 g (0.1 mole) of thiocarbohydrazide. After heating at reflux for 2 hours, the mixture is allowed to cool to room temperature and is refrigerated. The solid product is recrystallized twice from methanol/ethyl acetate, affording 13.4 g of 4-amino-5-(5-aminopentyl)-4H-1,2,4-triazole-3-thiol hydrochloride. m.p. 192°-194° C. Isolated yield 56.4%. The product is Cl.NN1C(=NN=C1CCCCCN)S (4-amino-5-(5-aminopentyl)-4H-1,2,4-triazole-3-thiol hydrochloride). The reactants are Cl (HCl), COC1=NCCCCC1 (O-methylcaprolactam), NNC(=S)NN (thiocarbohydrazide). Reactants: COC(=O)C1=CC(=CC=2OCCOC21)S(NC)(=O)=O (methyl-7-methylsulfamoyl-1,4-benzodioxane-5-carboxylate), CN1C(CCC1)CN (1-methyl-2-aminomethylpyrrolidine). The solvent is O (water), C(C)(=O)O (acetic acid), O (water). Yields the product CN1C(CCC1)CNC(=O)C1=CC=CC=2OCCOC21 (N-(1-methyl-2-pyrrolidylmethyl)-1,4-benzodioxane-5-carboxamide). Yield: 112.0%. As a reaction SMILES: CO[C:3]([C:5]1[C:14]2[O:13][CH2:12][CH2:11][O:10][C:9]=2[CH:8]=[C:7](S(=O)(=O)NC)[CH:6]=1)=[O:4].[CH3:20][N:21]1[CH2:25][CH2:24][CH2:23][CH:22]1[CH2:26][NH2:27]>C(O)(=O)C.O>[CH3:20][N:21]1[CH2:25][CH2:24][CH2:23][CH:22]1[CH2:26][NH:27][C:3]([C:5]1[C:14]2[O:13][CH2:12][CH2:11][O:10][C:9]=2[CH:8]=[CH:7][CH:6]=1)=[O:4]. Reported procedure: 169 g of methyl-7-methylsulfamoyl-1,4-benzodioxane-5-carboxylate, 53 ml of water and 81 g of 1-methyl-2-aminomethylpyrrolidine were introduced into a balloon flask provided with a reflux condenser. The mixture was heated on a water bath until a test sample was totally soluble in dilute acids. The resulting crystals were dissolved in a solution of 50 ml of acetic acid in 1,250 ml of water and then the solution was filtered over carbon black and the base was reprecipitated by the addition of 100 m...